This data is from the Open Reaction Database (ORD), a public repository of structured organic reaction records. The task is: describe an organic reaction: reactants, conditions, products, and yield The reactants are ClC=1N=NC(=CC1)C1=CC(=NS1)C (3-chloro-6-(3-methylisothiazol-5-yl)pyridazine), NN (hydrazine). Run in C(C)(CC)O (sec-BuOH), O (water). Run at temperature 130 celsius. Product: CC1=NSC(=C1)C1=CC=C(N=N1)NN (1-(6-(3-methylisothiazol-5-yl)pyridazin-3-yl)hydrazine). RXN SMILES: Cl[C:2]1[N:3]=[N:4][C:5]([C:8]2[S:12][N:11]=[C:10]([CH3:13])[CH:9]=2)=[CH:6][CH:7]=1.[NH2:14][NH2:15]>C(O)(CC)C.O>[CH3:13][C:10]1[CH:9]=[C:8]([C:5]2[N:4]=[N:3][C:2]([NH:14][NH2:15])=[CH:7][CH:6]=2)[S:12][N:11]=1. Procedure: A mixture of 3-chloro-6-(3-methylisothiazol-5-yl)pyridazine (0.85 g, 4.0 mmol) and anhydrous hydrazine (3.8 ml, 120 mmol) in 30 mL of sec-BuOH was heated at 130° C. for 3 hours. The mixture was cooled to 23° C. and diluted with 5 mL of water. The solid was collected by filtration and was washed by 2 mL of water to produce a yellow solid. MS (ESI pos. ion) m/z: 208 (MH+). Calc'd exact mass for C8H6ClN3S: 207. The reactants are ClC1=C(C=CC=C1)C1=CC=C(C=CC(=O)O)C=C1 (p-(2-chlorophenyl)cinnamic acid), [H][H] (hydrogen). The reagents and catalysts are [Pt]=O (platinum oxide). The solvent is C(C)O (ethanol). Yields the product ClC1=C(C=CC=C1)C1=CC=C(C=C1)CCC(=O)O (β-(2'-chloro-4-biphenylyl)propionic acid). As a reaction SMILES: [Cl:1][C:2]1[CH:7]=[CH:6][CH:5]=[CH:4][C:3]=1[C:8]1[CH:18]=[CH:17][C:11]([CH:12]=[CH:13][C:14]([OH:16])=[O:15])=[CH:10][CH:9]=1.[H][H]>[Pt]=O.C(O)C>[Cl:1][C:2]1[CH:7]=[CH:6][CH:5]=[CH:4][C:3]=1[C:8]1[CH:18]=[CH:17][C:11]([CH2:12][CH2:13][C:14]([OH:16])=[O:15])=[CH:10][CH:9]=1. Procedure details: A suspension of 100 g of p-(2-chlorophenyl)cinnamic acid in 1 l. of 95% ethanol is hydrogenated at atmospheric pressure using platinum oxide catalyst (1 g). The uptake of hydrogen ceases when approximately 9-10 l. of hydrogen is consumed. The catalyst is then filtered off and the reaction evaporated to dryness to give β-(2'-chloro-4-biphenylyl)propionic acid. The reactants are COC(C)N1C(=O)NC(=O)C1C (1-methoxyethyl-5-methylhydantoin), product, ClC(SCl)(Cl)Cl (trichloromethylsulfenyl chloride), [OH-].[Na+] (sodium hydroxide). Conditions: time 25 minute. RXN SMILES: [CH3:1][O:2][CH:3]([N:5]1[CH:11]([CH3:12])[C:9](=[O:10])[NH:8][C:6]1=[O:7])[CH3:4].[Cl:13][C:14]([Cl:18])([Cl:17])[S:15]Cl.[OH-].[Na+]>CCCCCCCC[N+](CCCCCCCC)(CCCCCCCC)C.[Cl-].C(Cl)Cl>[CH3:1][O:2][CH:3]([N:5]1[CH:11]([CH3:12])[C:9](=[O:10])[N:8]([S:15][C:14]([Cl:18])([Cl:17])[Cl:13])[C:6]1=[O:7])[CH3:4] |f:2.3,4.5|. The solvent is C(Cl)Cl (methylene chloride). Yields the product COC(C)N1C(=O)N(C(=O)C1C)SC(Cl)(Cl)Cl (1-Methoxyethyl-3-trichloromethylthio-5-methylhydantoin). Reagents/catalysts: CCCCCCCC[N+](C)(CCCCCCCC)CCCCCCCC.[Cl-] (Aliquat® 336). Reported procedure: A stirred mixture of 8.6 g (0.05 mole) 1-methoxyethyl-5-methylhydantoin (the product of Example 12), 10.2 g (0.055 mole) trichloromethylsulfenyl chloride and 1.0 g Aliquat® 336 in 100 ml methylene chloride was cooled in an ice bath. To that mixture a precooled sodium hydroxide solution (5.0 g of 50% sodium hydroxide diluted to 25 g) was added at once. After the addition, the temperature of the reaction mixture increased from 5° to 15° C. After 5 minutes the ice bath was removed; stirring was con... Isolated yield 87.7%. Starting materials: FC(C=1C=C(CNC(C2=CC(=NC=C2)C2=C(C=CC(=C2)N(CCC)CCC)[N+](=O)[O-])=O)C=CC1)(F)F (N-(3-(trifluoromethyl)benzyl)-2-(5-(dipropylamino)-2-nitrophenyl)isonicotinamide). Reagents/catalysts: [Pd] (Pd/C). Run in CO (methanol). Run at time 4 hour. The product is FC(C=1C=C(CNC(C2=CC(=NC=C2)C2=C(C=CC(=C2)N(CCC)CCC)N)=O)C=CC1)(F)F (N-(3-(trifluoromethyl)benzyl)-2-(2-amino-5-(dipropylamino)phenyl)-isonicotinamide). As a reaction SMILES: [F:1][C:2]([F:36])([F:35])[C:3]1[CH:4]=[C:5]([CH:32]=[CH:33][CH:34]=1)[CH2:6][NH:7][C:8](=[O:31])[C:9]1[CH:14]=[CH:13][N:12]=[C:11]([C:15]2[CH:20]=[C:19]([N:21]([CH2:25][CH2:26][CH3:27])[CH2:22][CH2:23][CH3:24])[CH:18]=[CH:17][C:16]=2[N+:28]([O-])=O)[CH:10]=1>CO.[Pd]>[F:35][C:2]([F:1])([F:36])[C:3]1[CH:4]=[C:5]([CH:32]=[CH:33][CH:34]=1)[CH2:6][NH:7][C:8](=[O:31])[C:9]1[CH:14]=[CH:13][N:12]=[C:11]([C:15]2[CH:20]=[C:19]([N:21]([CH2:22][CH2:23][CH3:24])[CH2:25][CH2:26][CH3:27])[CH:18]=[CH:17][C:16]=2[NH2:28])[CH:10]=1. Procedure details: Into a 50-mL round bottom flask, was placed a solution of N-(3-(trifluoromethyl)benzyl)-2-(5-(dipropylamino)-2-nitrophenyl)isonicotinamide (400 mg, 0.80 mmol, −1.00 equiv) in methanol (20 mL). The solution was treated with Pd/C (400 mg, 10%), and stirred under an atmosphere of hydrogen for 4 h at room temperature. The solids were filtered out. The resulting mixture was concentrated under vacuum. The product was obtained as 300 mg (80%) of a yellow to green oil. Reactants: FC1=CC=C(C(=C1F)NC1=C(C=C(C=C1)I)F)N (5,6-difluoro-N1-(2-fluoro-4-iodophenyl)benzene-1,2-diamine), C1(CCCCC1)S(=O)(=O)Cl (cyclohexanesulfonyl chloride). Yields the product FC=1C(=C(C=CC1F)NS(=O)(=O)C1CCCCC1)NC1=C(C=C(C=C1)I)F (N-(3,4-difluoro-2-(2-fluoro-4-Iodophenylamino)phenyl)cyclohexanesulfonamide). RXN SMILES: [F:1][C:2]1[C:7]([F:8])=[C:6]([NH:9][C:10]2[CH:15]=[CH:14][C:13]([I:16])=[CH:12][C:11]=2[F:17])[C:5]([NH2:18])=[CH:4][CH:3]=1.[CH:19]1([S:25](Cl)(=[O:27])=[O:26])[CH2:24][CH2:23][CH2:22][CH2:21][CH2:20]1>>[F:8][C:7]1[C:6]([NH:9][C:10]2[CH:15]=[CH:14][C:13]([I:16])=[CH:12][C:11]=2[F:17])=[C:5]([NH:18][S:25]([CH:19]2[CH2:24][CH2:23][CH2:22][CH2:21][CH2:20]2)(=[O:27])=[O:26])[CH:4]=[CH:3][C:2]=1[F:1]. Procedure details: According to the general procedure B, 5,6-difluoro-N1-(2-fluoro-4-iodophenyl)benzene-1,2-diamine was reacted with cyclohexanesulfonyl chloride to obtain the desired product. 1H NMR (300 MHz, CDCl3): δ 7.43 (dd, J=1.5 & 10.2 Hz, 1H), 7.37 (ddd, J=2.4, 4.8 & 9.6 Hz, 1H), 7.27 (m, 1H), 7.11 (dd, J=9.3 & 18.0 Hz, 1H), 6.64 (br s, 1H), 6.18 (dt, J=1.5, 9.0 & 17.4 Hz, 1H), 5.63 (br s, 1H), 2.95 (triplet of triplet, 2.10-1.16 (m, 10H); m/z=509 [M−1]−. Reactants: COCCCO (3-methoxypropanol), C(=O)(N1C=NC=C1)N1C=NC=C1 (carbonyldiimidazole), C1(=CC=C(C=C1)S(=O)(=O)O)C (p-toluenesulfonic acid), O1C(CCCC1)ONC(=O)C=1C=C2CCNCC2=CC1 (N-(tetrahydro-2H-pyran-2-yloxy)-1,2,3,4-tetrahydroisoquinoline-6-carboxamide). Solvent: ClCCl (dichloromethane), O (water). Reaction conditions: time 2 hour. Yields the product COCCCOC(=O)N1CC2=CC=C(C=C2CC1)C(NOC1OCCCC1)=O (3-Methoxypropyl-6-[(tetrahydro-2H-pyran-2-yloxy)carbamoyl]-3,4-dihydroisoquinoline-2(1H)-carboxylate). Reaction SMILES: [CH3:1][O:2][CH2:3][CH2:4][CH2:5][OH:6].[C:7]([N:14]1[CH:18]=[CH:17]N=[CH:15]1)(N1C=CN=C1)=[O:8].C1(C)C=CC(S(O)(=O)=O)=CC=1.[O:30]1[CH2:35][CH2:34][CH2:33][CH2:32][CH:31]1[O:36][NH:37][C:38]([C:40]1[CH:41]=[C:42]2[C:47](=[CH:48][CH:49]=1)CNCC2)=[O:39]>ClCCl.O>[CH3:1][O:2][CH2:3][CH2:4][CH2:5][O:6][C:7]([N:14]1[CH2:15][CH2:47][C:48]2[C:17](=[CH:42][CH:41]=[C:40]([C:38](=[O:39])[NH:37][O:36][CH:31]3[CH2:32][CH2:33][CH2:34][CH2:35][O:30]3)[CH:49]=2)[CH2:18]1)=[O:8]. Procedure: A solution of 0.069 ml 3-methoxypropanol in 4 ml dichloromethane are treated with 117 mg carbonyldiimidazole and 10 mg p-toluenesulfonic acid. After 2 h at ambient temperature, 200 mg of N-(tetrahydro-2H-pyran-2-yloxy)-1,2,3,4-tetrahydroisoquinoline-6-carboxamide are added and the reaction mixture is stirred overnight at ambient temperature. Subsequently, the mixture is treated with 2 ml of water and the organic phase is separated. The aqueous phase is extracted twice with 5 ml dichloromethane, ...